From a dataset of the Open Reaction Database (ORD), a public repository of structured organic reaction records. describe an organic reaction: reactants, conditions, products, and yield Reactants: IC1=CC2=C(NC1)C[C@@]1(C(N(C3=NC=CC=C31)COCC[Si](C)(C)C)=O)C2 ((S)-3-iodo-1′-((2-(trimethylsilyl)ethoxy)methyl)-5,7-dihydrospiro[cyclopenta[b]pyridine-6,3′-pyrrolo[2,3-b]pyridin]-2′(1H)-one), IC1=CC2=C(NC1)C[C@@]1(C(N(C3=NC=CC=C31)COCC[Si](C)(C)C)=O)C2 ((S)-3-iodo-1′-((2-(trimethylsilyl)ethoxy)methyl)-5,7-dihydrospiro[cyclopenta[b]pyridine-6,3′-pyrrolo[2,3-b]pyridin]-2′(1H)-one), BrC(C(=O)OCC)(F)F (ethyl bromodifluoroacetate). Reagents/catalysts: [Cu] (Copper bronze). Solvent: CS(=O)C (DMSO). Reaction conditions: temperature 100 celsius, time 4 hour. The product is FC(C(=O)OCC)(C=1C=C2C(=NC1)C[C@@]1(C(N(C3=NC=CC=C31)COCC[Si](C)(C)C)=O)C2)F ((S)-Ethyl 2,2-difluoro-2-(2′-oxo-1′-((2-(trimethylsilyl)ethoxy)methyl)-1′,2′,5,7-tetrahydrospiro[cyclopenta[b]pyridine-6,3′-pyrrolo[2,3-b]pyridin]-3-yl)acetate). RXN SMILES: I[C:2]1[CH2:7][NH:6][C:5]2[CH2:8][C@@:9]3([CH2:27][C:4]=2[CH:3]=1)[C:17]1[C:12](=[N:13][CH:14]=[CH:15][CH:16]=1)[N:11]([CH2:18][O:19][CH2:20][CH2:21][Si:22]([CH3:25])([CH3:24])[CH3:23])[C:10]3=[O:26].Br[C:29]([F:36])([F:35])[C:30]([O:32][CH2:33][CH3:34])=[O:31]>CS(C)=O.[Cu]>[F:35][C:29]([F:36])([C:2]1[CH:3]=[C:4]2[CH2:27][C@@:9]3([C:17]4[C:12](=[N:13][CH:14]=[CH:15][CH:16]=4)[N:11]([CH2:18][O:19][CH2:20][CH2:21][Si:22]([CH3:25])([CH3:23])[CH3:24])[C:10]3=[O:26])[CH2:8][C:5]2=[N:6][CH:7]=1)[C:30]([O:32][CH2:33][CH3:34])=[O:31]. Procedure: Copper bronze (0.522 g, 8.22 mmol) was added to a solution of (S)-3-iodo-1′-((2-(trimethylsilyl)ethoxy)methyl)-5,7-dihydrospiro[cyclopenta[b]pyridine-6,3′-pyrrolo[2,3-b]pyridin]-2′(1H)-one (described in Intermediate 7) (0.811 g, 1.644 mmol) and ethyl bromodifluoroacetate (1.056 mL, 8.22 mmol) in DMSO (10 mL) at ambient temperature. The resulting mixture was heated to 100° C. and stirred for 4 h. The reaction was cooled, partitioned between water (40 mL) and EtOAc (200 mL). The organic layer was ... Reactants: Cc1nc(Br)c(C)s1, O=C([O-])O, COCCOC, COc1ncc(B(O)O)c(OC)n1, ClCCl, [Na+], c1ccc(P(c2ccccc2)(c2ccccc2)[Pd](P(c2ccccc2)(c2ccccc2)c2ccccc2)(P(c2ccccc2)(c2ccccc2)c2ccccc2)P(c2ccccc2)(c2ccccc2)c2ccccc2)cc1. Yields the product COc1ncc(-c2nc(C)sc2C)c(OC)n1. As a reaction SMILES: [Br:1][c:2]1[n:3][c:4]([CH3:8])[s:5][c:6]1[CH3:7].[C:22](=[O:23])([OH:24])[O-:25].[CH3:27][O:28][CH2:29][CH2:30][O:31][CH3:32].[CH3:9][O:10][c:11]1[n:12][cH:13][c:14]([B:19]([OH:20])[OH:21])[c:15]([O:17][CH3:18])[n:16]1.[Cl:33][CH2:34][Cl:35].[Na+:26].[cH:36]1[cH:37][cH:38][c:39]([P:40]([Pd:41]([P:42]([c:43]2[cH:44][cH:45][cH:46][cH:47][cH:48]2)([c:49]2[cH:50][cH:51][cH:52][cH:53][cH:54]2)[c:55]2[cH:56][cH:57][cH:58][cH:59][cH:60]2)([P:61]([c:62]2[cH:63][cH:64][cH:65][cH:66][cH:67]2)([c:68]2[cH:69][cH:70][cH:71][cH:72][cH:73]2)[c:74]2[cH:75][cH:76][cH:77][cH:78][cH:79]2)[P:80]([c:81]2[cH:82][cH:83][cH:84][cH:85][cH:86]2)([c:87]2[cH:88][cH:89][cH:90][cH:91][cH:92]2)[c:93]2[cH:94][cH:95][cH:96][cH:97][cH:98]2)([c:99]2[cH:100][cH:101][cH:102][cH:103][cH:104]2)[c:105]2[cH:106][cH:107][cH:108][cH:109][cH:110]2)[cH:111][cH:112]1>>[c:2]1(-[c:14]2[cH:13][n:12][c:11]([O:10][CH3:9])[n:16][c:15]2[O:17][CH3:18])[n:3][c:4]([CH3:8])[s:5][c:6]1[CH3:7]. The reactants are O=S(=O)(Nc1cc(Br)ccc1Br)c1ccccc1, CC(=O)O, O=N[O-], [Na+], O, O=[N+]([O-])O. Yields the product O=[N+]([O-])c1cc(Br)c(NS(=O)(=O)c2ccccc2)cc1Br. Reaction SMILES: [Br:9][c:10]1[c:11]([NH:12][S:13](=[O:14])(=[O:15])[c:16]2[cH:17][cH:18][cH:19][cH:20][cH:21]2)[cH:22][c:23]([Br:26])[cH:24][cH:25]1.[CH3:1][C:2](=[O:3])[OH:4].[N:5](=[O:6])[O-:7].[Na+:8].[OH2:31].[OH:27][N+:28](=[O:29])[O-:30]>>[N+:5](=[O:6])([O-:7])[c:24]1[c:23]([Br:26])[cH:22][c:11]([NH:12][S:13](=[O:14])(=[O:15])[c:16]2[cH:17][cH:18][cH:19][cH:20][cH:21]2)[c:10]([Br:9])[cH:25]1. The reactants are CCO, Cl, [OH-], [OH-], [Pd+2], N#CC1(c2ccc(OCC3CN(C(c4ccccc4)c4ccccc4)C3)cc2)CCOCC1. Product: N#CC1(c2ccc(OCC3CNC3)cc2)CCOCC1. RXN SMILES: [CH3:38][CH2:39][OH:40].[ClH:34].[OH-:35].[OH-:37].[Pd+2:36].[c:1]1([CH:2]([c:3]2[cH:4][cH:5][cH:6][cH:7][cH:28]2)[N:8]2[CH2:9][CH:10]([CH2:12][O:13][c:14]3[cH:15][cH:16][c:17]([C:20]4([C:26]#[N:27])[CH2:21][CH2:22][O:23][CH2:24][CH2:25]4)[cH:18][cH:19]3)[CH2:11]2)[cH:29][cH:30][cH:31][cH:32][cH:33]1>>[NH:8]1[CH2:9][CH:10]([CH2:12][O:13][c:14]2[cH:15][cH:16][c:17]([C:20]3([C:26]#[N:27])[CH2:21][CH2:22][O:23][CH2:24][CH2:25]3)[cH:18][cH:19]2)[CH2:11]1. Reactants: CC(=O)Cl, CC(=O)OC(C)=O, CC(=O)O, OCCn1cccc1, O=S(=O)(O)O, c1cc[nH]c1. Product: CC(=O)OCCn1cccc1. RXN SMILES: [CH3:19][C:20]([Cl:21])=[O:22].[CH3:23][C:24]([O:25][C:26](=[O:27])[CH3:28])=[O:29].[CH3:30][C:31](=[O:32])[OH:33].[OH:1][CH2:2][CH2:3][n:4]1[cH:5][cH:6][cH:7][cH:8]1.[S:9](=[O:10])(=[O:11])([OH:12])[OH:13].[nH:14]1[cH:15][cH:16][cH:17][cH:18]1>>[O:1]([CH2:2][CH2:3][n:4]1[cH:5][cH:6][cH:7][cH:8]1)[C:20]([CH3:19])=[O:22]. RXN SMILES: [CH3:1][c:2]1[c:3](-[c:13]2[cH:14][cH:15][n:16][cH:17][cH:18]2)[cH:4][c:5]([O:11][CH3:12])[c:6]([N+:8](=[O:9])[O-:10])[cH:7]1.[CH3:23][C:24](=[O:25])[C:26]([CH3:27])([CH3:28])[CH3:29].[CH3:30][C:31](=[O:32])[CH3:33].[I:19][CH2:20][CH2:21][CH3:22]>>[CH3:1][c:2]1[c:3](-[c:13]2[cH:14][cH:15][n+:16]([CH2:20][CH2:21][CH3:22])[cH:17][cH:18]2)[cH:4][c:5]([O:11][CH3:12])[c:6]([N+:8](=[O:9])[O-:10])[cH:7]1.[I-:19]. The reactants are COc1cc(-c2ccncc2)c(C)cc1[N+](=O)[O-], CC(=O)C(C)(C)C, CC(C)=O, CCCI. Yields the product CCC[n+]1ccc(-c2cc(OC)c([N+](=O)[O-])cc2C)cc1, [I-].